This data is from the Open Reaction Database (ORD), a public repository of structured organic reaction records. The task is: describe an organic reaction: reactants, conditions, products, and yield The reactants are CC(=O)O[BH-](OC(C)=O)OC(C)=O, O=C([O-])O, CC(=O)O, COc1ccc2c(n1)C(N)CC(C)N2C(=O)OC(C)C, CC(Cl)Cl, O=Cc1cc(C(F)(F)F)cc(C(F)(F)F)c1, [Na+], [Na+]. Yields the product COc1ccc2c(n1)C(NCc1cc(C(F)(F)F)cc(C(F)(F)F)c1)CC(C)N2C(=O)OC(C)C. RXN SMILES: [C:1]([O:2][BH-:3]([O:4][C:5](=[O:6])[CH3:7])[O:8][C:9](=[O:10])[CH3:11])(=[O:12])[CH3:13].[C:55](=[O:56])([OH:57])[O-:58].[CH3:31][C:32](=[O:33])[OH:34].[CH:35]([CH3:36])([CH3:37])[O:38][C:39](=[O:40])[N:41]1[CH:42]([CH3:54])[CH2:43][CH:44]([NH2:53])[c:45]2[n:46][c:47]([O:51][CH3:52])[cH:48][cH:49][c:50]21.[Cl:60][CH:61]([Cl:62])[CH3:63].[F:15][C:16]([c:17]1[cH:18][c:19]([CH:20]=[O:21])[cH:22][c:23]([C:25]([F:26])([F:27])[F:28])[cH:24]1)([F:29])[F:30].[Na+:14].[Na+:59]>>[F:15][C:16]([c:17]1[cH:18][c:19]([CH2:20][NH:53][CH:44]2[CH2:43][CH:42]([CH3:54])[N:41]([C:39]([O:38][CH:35]([CH3:36])[CH3:37])=[O:40])[c:50]3[c:45]2[n:46][c:47]([O:51][CH3:52])[cH:48][cH:49]3)[cH:22][c:23]([C:25]([F:26])([F:27])[F:28])[cH:24]1)([F:29])[F:30]. Reactants: C([O-])([O-])=O.[K+].[K+] (potassium carbonate), ClC=1C2=C(N=CN1)N(C=C2)COCC[Si](C)(C)C (4-Chloro-7-(2-trimethylsilanylethoxymethyl)-7H-pyrrolo[2,3-d]pyrimidine), O1CCOCC1 (dioxane), C(C(C)(C)C)(=O)OCN1C=CC2=C1N=CN=C2C=2C=NN(C2)C(C)OCC ({4-[1-(1-ethoxyethyl)-1H-pyrazol-4-yl]-7H-pyrrolo[2,3-d]pyrimidin-7-yl]methyl pivalate). Reagents/catalysts: C=1C=CC(=CC1)[P](C=2C=CC=CC2)(C=3C=CC=CC3)[Pd]([P](C=4C=CC=CC4)(C=5C=CC=CC5)C=6C=CC=CC6)([P](C=7C=CC=CC7)(C=8C=CC=CC8)C=9C=CC=CC9)[P](C=1C=CC=CC1)(C=1C=CC=CC1)C=1C=CC=CC1 (tetrakis(triphenylphosphine)palladium(0)). The solvent is CCCCCCC.C(C)(=O)OCC (heptane ethyl acetate), C(C)(=O)OCC (ethyl acetate), O (water), O (water). Reaction conditions: temperature 90 celsius. Yields the product N1N=CC(=C1)C=1C2=C(N=CN1)N(C=C2)COCC[Si](C)(C)C (4-(1H-pyrazol-4-yl)-7-(2-trimethylsilanyl-ethoxymethyl)-7H-pyrrolo[2,3-d]pyrimidine). The yield is 64.0%. Reaction SMILES: Cl[C:2]1[C:3]2[CH:10]=[CH:9][N:8]([CH2:11][O:12][CH2:13][CH2:14][Si:15]([CH3:18])([CH3:17])[CH3:16])[C:4]=2[N:5]=[CH:6][N:7]=1.O1CCOCC1.C(OCN1C2N=CN=C([C:42]3[CH:43]=[N:44][N:45](C(OCC)C)[CH:46]=3)C=2C=C1)(=O)C(C)(C)C.C(=O)([O-])[O-].[K+].[K+]>O.C(OCC)(=O)C.C1C=CC([P]([Pd]([P](C2C=CC=CC=2)(C2C=CC=CC=2)C2C=CC=CC=2)([P](C2C=CC=CC=2)(C2C=CC=CC=2)C2C=CC=CC=2)[P](C2C=CC=CC=2)(C2C=CC=CC=2)C2C=CC=CC=2)(C2C=CC=CC=2)C2C=CC=CC=2)=CC=1.CCCCCCC.C(OCC)(=O)C>[NH:44]1[CH:43]=[C:42]([C:2]2[C:3]3[CH:10]=[CH:9][N:8]([CH2:11][O:12][CH2:13][CH2:14][Si:15]([CH3:18])([CH3:17])[CH3:16])[C:4]=3[N:5]=[CH:6][N:7]=2)[CH:46]=[N:45]1 |f:3.4.5,9.10,^1:68,70,89,108|. Procedure: To a flask equipped with a reflux condenser, a nitrogen inlet, mechanical stirrer, and a thermowell was added 4-chloro-7-(2-trimethylsilanylethoxymethyl)-7H-pyrrolo[2,3-d]pyrimidine (3a, 817 g, 2.88 mol) and dioxane (8 L). To this solution was added 4-(4,4,5,5-tetramethyl-1,3,2-dioxaborolan-2-yl)-1H-pyrazole (4, 728 g, 3.75 mol, 1.30 equiv) followed by a solution of potassium carbonate (K2CO3, 1196 g, 8.67 mol, 3.0 equiv) in water (4 L). The solution was degassed by passing a stream of nitrogen ... The reactants are CC1(OB(OC1(C)C)C=1C=C(C=CC1)C1(CC1)NC(OC(C)(C)C)=O)C (tert-Butyl 1-(3-(4,4,5,5-tetramethyl-1,3,2-dioxaborolan-2-yl)phenyl)cyclopropylcarbamate), C([O-])([O-])=O.[K+].[K+] (potassium carbonate), FC1(OC2=C(O1)C=CC(=C2)C2(CC2)C(=O)N)F (2,2-difluorobenzo[d][1,3]dioxol-5-yl cyclopropanecarboxamide), COCCOC (1,2-dimethoxyethane). The reagents and catalysts are C=1C=CC(=CC1)[P](C=2C=CC=CC2)(C=3C=CC=CC3)[Pd]([P](C=4C=CC=CC4)(C=5C=CC=CC5)C=6C=CC=CC6)([P](C=7C=CC=CC7)(C=8C=CC=CC8)C=9C=CC=CC9)[P](C=1C=CC=CC1)(C=1C=CC=CC1)C=1C=CC=CC1 (Pd(PPh3)4). Reaction conditions: temperature 120 celsius. Product: FC1(OC2=C(O1)C=CC(=C2)C2(CC2)C(=O)NC2=CC=C(C(=N2)C=2C=C(C=CC2)C2(CC2)NC(OC(C)(C)C)=O)C)F (tert-butyl 1-(3-(6-(1-(2,2-difluorobenzo[d][1,3]dioxol-5-yl)cyclopropanecarboxamido)-3-methylpyridin-2-yl)phenyl)cyclopropylcarbamate). RXN SMILES: [F:1][C:2]1([F:17])[O:6][C:5]2[CH:7]=[CH:8][C:9]([C:11]3([C:14]([NH2:16])=[O:15])[CH2:13][CH2:12]3)=[CH:10][C:4]=2[O:3]1.CC1(C)C(C)(C)OB([C:26]2[CH:27]=[C:28]([C:32]3([NH:35][C:36](=[O:42])[O:37][C:38]([CH3:41])([CH3:40])[CH3:39])[CH2:34][CH2:33]3)[CH:29]=[CH:30][CH:31]=2)O1.C(=O)([O-])[O-].[K+].[K+].CO[CH2:52][CH2:53]OC>C1C=CC([P]([Pd]([P](C2C=CC=CC=2)(C2C=CC=CC=2)C2C=CC=CC=2)([P](C2C=CC=CC=2)(C2C=CC=CC=2)C2C=CC=CC=2)[P](C2C=CC=CC=2)(C2C=CC=CC=2)C2C=CC=CC=2)(C2C=CC=CC=2)C2C=CC=CC=2)=CC=1>[F:17][C:2]1([F:1])[O:6][C:5]2[CH:7]=[CH:8][C:9]([C:11]3([C:14]([NH:16][C:32]4[N:35]=[C:36]([C:26]5[CH:27]=[C:28]([C:32]6([NH:35][C:36](=[O:42])[O:37][C:38]([CH3:39])([CH3:40])[CH3:41])[CH2:33][CH2:34]6)[CH:29]=[CH:30][CH:31]=5)[C:52]([CH3:53])=[CH:27][CH:28]=4)=[O:15])[CH2:13][CH2:12]3)=[CH:10][C:4]=2[O:3]1 |f:2.3.4,^1:59,61,80,99|. Procedure details: N-(6-Chloro-5-methylpyridin-2-yl)-1-(2,2-difluorobenzo[d][1,3]dioxol-5-yl cyclopropanecarboxamide (110 mg, 0.300 mmol) was dissolved in 3 mL of 1,2-dimethoxyethane (DME) in a microwave reactor tube. tert-Butyl 1-(3-(4,4,5,5-tetramethyl-1,3,2-dioxaborolan-2-yl)phenyl)cyclopropylcarbamate (50% pure, 280 mg, 0.390 mmol), 0.4 mL of an aqueous 2 M potassium carbonate solution, and tetrakis(triphenylphospine)palladium(0) (Pd(PPh3)4, 17 mg, 0.015 mmol) were added and the reaction mixture was heated at ... Reactants: C(C1=CC=CC=C1)OC1=C(C#N)C=C(C=C1)F (2-(benzyloxy)-5-fluorobenzonitrile). Run in CO (methanol). Conditions: time 1 hour. The product is FC=1C=CC(=C(C#N)C1)O (5-Fluoro-2-hydroxybenzonitrile). Yield: 106.0%. As a reaction SMILES: C([O:8][C:9]1[CH:16]=[CH:15][C:14]([F:17])=[CH:13][C:10]=1[C:11]#[N:12])C1C=CC=CC=1>CO>[F:17][C:14]1[CH:15]=[CH:16][C:9]([OH:8])=[C:10]([CH:13]=1)[C:11]#[N:12]. Procedure details: Dry 10% Pd/C (2.48 g) was placed in a 5 L flask under N2. A solution of 2-(benzyloxy)-5-fluorobenzonitrile (148 g, 651 mmol) in methanol (2.34 L) was added slowly under N2. The air of the flask was removed by vacuum and the flask was charged with H2 (balloon) three times. The mixture was stirred at room temperature for 1 hour. The above process was repeated two more times to push the reaction to completion. The mixture was stirred at room temperature for another 2 hours. The mixture was filtered... The reactants are ClC(=O)OCC1=CC=CC=C1 (benzyl chloroformate), Intermediate 12, ClC1=C(C=CC=C1)C1=CC(=CC=2CC(OC21)CN)F ((±)-1-[7-(2-chlorophenyl)-5-fluoro-2,3-dihydro-1-benzofuran-2-yl]methanamine), C(C)(C)N(CC)C(C)C (diisopropylethylamine). Product: 3.02, C(C1=CC=CC=C1)OC(NCC1OC2=C(C1)C=C(C=C2C2=C(C=CC=C2)Cl)F)=O ((±)-benzyl[7-(2-chlorophenyl)-5-fluoro-2,3-dihydro-1-benzofuran-2-yl]methylcarbamate). Yield: 70.0%. RXN SMILES: [Cl:1][C:2]1[CH:7]=[CH:6][CH:5]=[CH:4][C:3]=1[C:8]1[C:16]2[O:15][CH:14]([CH2:17][NH2:18])[CH2:13][C:12]=2[CH:11]=[C:10]([F:19])[CH:9]=1.C(N(C(C)C)CC)(C)C.Cl[C:30]([O:32][CH2:33][C:34]1[CH:39]=[CH:38][CH:37]=[CH:36][CH:35]=1)=[O:31]>>[CH2:33]([O:32][C:30](=[O:31])[NH:18][CH2:17][CH:14]1[CH2:13][C:12]2[CH:11]=[C:10]([F:19])[CH:9]=[C:8]([C:3]3[CH:4]=[CH:5][CH:6]=[CH:7][C:2]=3[Cl:1])[C:16]=2[O:15]1)[C:34]1[CH:39]=[CH:38][CH:37]=[CH:36][CH:35]=1. Procedure details: Treatment of (±)-1-[7-(2-chlorophenyl)-5-fluoro-2,3-dihydro-1-benzofuran-2-yl]methanamine (2.92 g, 10.5 mmol) with diisopropylethylamine (1.70 g, 13.1 mmol) and benzyl chloroformate (1.97 g, 11.6 mmol) generally according to the procedure described for Intermediate 12 provided 3.02 (70%) of (±)-benzyl[7-(2-chlorophenyl)-5-fluoro-2,3-dihydro-1-benzofuran-2-yl]methylcarbamate as a colorless oil. Rf=0.76 (silica, ethyl acetate:hexanes 1:9); Anal. calcd. for C23H19ClFNO3.0.5H2O: C, 65.64; H, 4.79; N... Reactants: Br.C1CCCC12NC(=NCC2)N (6,8-diazaspiro[4.5]dec-7-en-7amine hydrobromide), O[C@H](CN1C=2N(CCC13CCCC3)C(C=C(N2)C2=CC=NC=C2)=O)C2=CC=CC=C2 (1′-[(2S)-2-Hydroxy-2-phenylethyl]-8′-pyridin-4-yl-3′,4′-dihydrospiro[cyclopentane-1,2′-pyrimido[1,2-a]pyrimidin]-6′(1′H)-one). Product: O=C(CN1C=2N(CCC13CC3)C(C=C(N2)C2=CC=NC=C2)=O)C2=CC=CC=C2 (1′-(2-Oxo-2-phenylethyl)-8′-pyridin-4-yl-3′,4′-dihydrospiro[cyclopropane-1,2′-pyrimido[1,2-a]pyrimidin]-6′(1′H)-one). As a reaction SMILES: Br.C1C2(CCN=C(N)N2)CCC1.[OH:13][C@@H:14]([C:37]1[CH:42]=[CH:41][CH:40]=[CH:39][CH:38]=1)[CH2:15][N:16]1[C:21]2([CH2:25][CH2:24]CC2)[CH2:20][CH2:19][N:18]2[C:26](=[O:36])[CH:27]=[C:28]([C:30]3[CH:35]=[CH:34][N:33]=[CH:32][CH:31]=3)[N:29]=[C:17]12>>[O:13]=[C:14]([C:37]1[CH:38]=[CH:39][CH:40]=[CH:41][CH:42]=1)[CH2:15][N:16]1[C:21]2([CH2:24][CH2:25]2)[CH2:20][CH2:19][N:18]2[C:26](=[O:36])[CH:27]=[C:28]([C:30]3[CH:31]=[CH:32][N:33]=[CH:34][CH:35]=3)[N:29]=[C:17]12 |f:0.1|. Reported procedure: A solution of 15.91 g (0.15 mol) of cyclopentylideneacetonitrile in 170 ml of an aqueous ammonia solution (29%) and 57 ml of methanol was heated at 100° C. in a sealed tube for 24 h. The reaction mixture was concentrated, and the residue was chromatographed on silica gel eluting with a mixture of dichloromethane/methanol in the proportions 90/10 to afford 12.15 g of the product as a colorless oil. 3.2 Tert-butyl 1-(cyanomethyl)cyclopentylcarbamate The product was obtained by analogy with the met... The reactants are CC(C)(C)OC(=O)N1CCCN(c2ccc([N+](=O)[O-])cc2)CC1, CO. Yields the product CC(C)(C)OC(=O)N1CCCN(c2ccc(N)cc2)CC1. As a reaction SMILES: [C:1](=[O:2])([O:3][C:4]([CH3:5])([CH3:6])[CH3:7])[N:8]1[CH2:9][CH2:10][N:11]([c:15]2[cH:16][cH:17][c:18]([N+:21]([O-:22])=[O:23])[cH:19][cH:20]2)[CH2:12][CH2:13][CH2:14]1.[CH3:24][OH:25]>>[C:1](=[O:2])([O:3][C:4]([CH3:5])([CH3:6])[CH3:7])[N:8]1[CH2:9][CH2:10][N:11]([c:15]2[cH:16][cH:17][c:18]([NH2:21])[cH:19][cH:20]2)[CH2:12][CH2:13][CH2:14]1.